Dataset: the Open Reaction Database (ORD), a public repository of structured organic reaction records. Task: describe an organic reaction: reactants, conditions, products, and yield The reactants are ethyl ester, C1(CCCC1)C1=C(N(C2=CC(=CC=C12)C(=O)O)C)C1=NC=CN=C1 (3-cyclopentyl-1-methyl-2-pyrazin-2-yl-1H-indole-6-carboxylic acid), C(C)OC(\C=C\C1=CC2=C(N(C(=N2)C2(CCC2)N)C)C=C1)=O ((E)-3-[2-(1-aminocyclobutyl)-1-methyl-1H-benzimidazol-5-yl]acrylic acid ethyl ester). The product is C1(CCCC1)C1=C(N(C2=CC(=CC=C12)C(=O)NC1(CCC1)C1=NC2=C(N1C)C=CC(=C2)/C=C/C(=O)O)C)C2=NC=CN=C2 ((E)-3-(2-{1-[(3-Cyclopentyl-1-methyl-2-pyrazin-2-yl-1H-indole-6-carbonyl)amino]cyclobutyl}-1-methyl-1H-benzimidazol-5-yl)acrylic acid), compound 4003. As a reaction SMILES: [CH:1]1([C:6]2[C:14]3[C:9](=[CH:10][C:11]([C:15](O)=[O:16])=[CH:12][CH:13]=3)[N:8]([CH3:18])[C:7]=2[C:19]2[CH:24]=[N:23][CH:22]=[CH:21][N:20]=2)[CH2:5][CH2:4][CH2:3][CH2:2]1.C([O:27][C:28](=[O:46])/[CH:29]=[CH:30]/[C:31]1[CH:45]=[CH:44][C:34]2[N:35]([CH3:43])[C:36]([C:38]3([NH2:42])[CH2:41][CH2:40][CH2:39]3)=[N:37][C:33]=2[CH:32]=1)C>>[CH:1]1([C:6]2[C:14]3[C:9](=[CH:10][C:11]([C:15]([NH:42][C:38]4([C:36]5[N:35]([CH3:43])[C:34]6[CH:44]=[CH:45][C:31](/[CH:30]=[CH:29]/[C:28]([OH:27])=[O:46])=[CH:32][C:33]=6[N:37]=5)[CH2:39][CH2:40][CH2:41]4)=[O:16])=[CH:12][CH:13]=3)[N:8]([CH3:18])[C:7]=2[C:19]2[CH:24]=[N:23][CH:22]=[CH:21][N:20]=2)[CH2:5][CH2:4][CH2:3][CH2:2]1. Procedure: 3-cyclopentyl-1-methyl-2-pyrazin-2-yl-1H-indole-6-carboxylic acid 5-1 (prepared using procedures described in WO 03/010141) and (E)-3-[2-(1-aminocyclobutyl)-1-methyl-1H-benzimidazol-5-yl]acrylic acid ethyl ester 4-2 were coupled, followed by saponification of the ethyl ester, using analogous procedures to those described in Example 4 to give (E)-3-(2-{1-[(3-Cyclopentyl-1-methyl-2-pyrazin-2-yl-1H-indole-6-carbonyl)amino]cyclobutyl}-1-methyl-1H-benzimidazol-5-yl)acrylic acid 5-2 (compound 4003, Ta... Reactants: ClC=1C=C(C=CC1)[C@H]1C[C@@H](C(N([C@@H]1C1=CC=C(C=C1)Cl)[C@H](CN1CCOCC1)CC)=O)CC(=O)OC(C)(C)C (tert-butyl 2-((3R,5R,6S)-5-(3-chlorophenyl)-6-(4-chlorophenyl)-1-((S)-1-morpholinobutan-2-yl)-2-oxopiperidin-3-yl)acetate), C(=O)(C(F)(F)F)O (TFA). The solvent is C(Cl)Cl (DCM). Run at time 3 hour. Yields the product ClC=1C=C(C=CC1)[C@H]1C[C@@H](C(N([C@@H]1C1=CC=C(C=C1)Cl)[C@H](CN1CCOCC1)CC)=O)CC(=O)O (2-((3R,5R,6S)-5-(3-chlorophenyl)-6-(4-chlorophenyl)-1-((S)-1-morpholinobutan-2-yl)-2-oxopiperidin-3-yl)acetic acid). RXN SMILES: [Cl:1][C:2]1[CH:3]=[C:4]([C@@H:8]2[C@@H:13]([C:14]3[CH:19]=[CH:18][C:17]([Cl:20])=[CH:16][CH:15]=3)[N:12]([C@@H:21]([CH2:29][CH3:30])[CH2:22][N:23]3[CH2:28][CH2:27][O:26][CH2:25][CH2:24]3)[C:11](=[O:31])[C@@H:10]([CH2:32][C:33]([O:35]C(C)(C)C)=[O:34])[CH2:9]2)[CH:5]=[CH:6][CH:7]=1.C(O)(C(F)(F)F)=O>C(Cl)Cl>[Cl:1][C:2]1[CH:3]=[C:4]([C@@H:8]2[C@@H:13]([C:14]3[CH:19]=[CH:18][C:17]([Cl:20])=[CH:16][CH:15]=3)[N:12]([C@@H:21]([CH2:29][CH3:30])[CH2:22][N:23]3[CH2:28][CH2:27][O:26][CH2:25][CH2:24]3)[C:11](=[O:31])[C@@H:10]([CH2:32][C:33]([OH:35])=[O:34])[CH2:9]2)[CH:5]=[CH:6][CH:7]=1. Procedure details: To a round-bottomed flask with tert-butyl 2-((3R,5R,6S)-5-(3-chlorophenyl)-6-(4-chlorophenyl)-1-((S)-1-morpholinobutan-2-yl)-2-oxopiperidin-3-yl)acetate (0.057 g, 0.099 mmol; Example 21, Step D) in DCM (1 mL) was added TFA (1.129 g, 9.90 mmol) at 0° C. The ice-bath was removed and the mixture was stirred at rt for 3h. The solvent was removed. Purification by reversed phase preparatory HPLC (Gemini™ Prep C18 5 μm column, Phenomenex, Torrance, Calif.; eluent: 10 to 90% acetonitrile +0.1% TFA in wa... The reactants are OC(CO)C1=CC=CC(=N1)C(CBr)=O (6-(1,2-dihydroxyethyl)-2-(α-bromoacetyl)pyridine), C(C)OC=1C=C(C(=S)N)C=CC1OCC (3,4-diethoxythiobenzamide). Yields the product C(C)OC=1C=C(C=CC1OCC)C=1SC=C(N1)C1=NC(=CC=C1)C(CO)O (2-(3,4-diethoxyphenyl)-4-[6-(1,2-dihydroxyethyl)-2-pyridyl]thiazole). As a reaction SMILES: [OH:1][CH:2]([C:5]1[N:10]=[C:9]([C:11](=O)[CH2:12]Br)[CH:8]=[CH:7][CH:6]=1)[CH2:3][OH:4].[CH2:15]([O:17][C:18]1[CH:19]=[C:20]([CH:24]=[CH:25][C:26]=1[O:27][CH2:28][CH3:29])[C:21]([NH2:23])=[S:22])[CH3:16]>>[CH2:15]([O:17][C:18]1[CH:19]=[C:20]([C:21]2[S:22][CH:12]=[C:11]([C:9]3[CH:8]=[CH:7][CH:6]=[C:5]([CH:2]([OH:1])[CH2:3][OH:4])[N:10]=3)[N:23]=2)[CH:24]=[CH:25][C:26]=1[O:27][CH2:28][CH3:29])[CH3:16]. Procedure details: A reaction was conducted in the same manner as in Example 1, by using 6-(1,2-dihydroxyethyl)-2-(α-bromoacetyl)pyridine and 3,4-diethoxythiobenzamide, to obtain 2-(3,4-diethoxyphenyl)-4-[6-(1,2-dihydroxyethyl)-2-pyridyl]thiazole.